This data is from the Open Reaction Database (ORD), a public repository of structured organic reaction records. The task is: describe an organic reaction: reactants, conditions, products, and yield Yield: 64.8%. Starting materials: BrC=1C=C(C(=NC1)OCCCCCCCC)Cl (5-bromo-3-chloro-2-octyloxypyridine), C(CCCCCCC)OC1=CC=C(C=C1)B(O)O (4-octyloxybenzeneboronic acid), C([O-])([O-])=O.[Na+].[Na+] (sodium carbonate), C(C)O (ethanol). Run in C1(=CC=CC=C1)C (toluene), O (water). Yields the product ClC=1C(=NC=C(C1)C1=CC=C(C=C1)OCCCCCCCC)OCCCCCCCC (3-chloro-2-octyloxy-5-(4-octyloxyphenyl)pyridine). The reagents and catalysts are [Pd].C1(=CC=CC=C1)P(C1=CC=CC=C1)C1=CC=CC=C1.C1(=CC=CC=C1)P(C1=CC=CC=C1)C1=CC=CC=C1.C1(=CC=CC=C1)P(C1=CC=CC=C1)C1=CC=CC=C1.C1(=CC=CC=C1)P(C1=CC=CC=C1)C1=CC=CC=C1 (tetrakis(triphenylphosphine)-palladium(0)). RXN SMILES: Br[C:2]1[CH:3]=[C:4]([Cl:17])[C:5]([O:8][CH2:9][CH2:10][CH2:11][CH2:12][CH2:13][CH2:14][CH2:15][CH3:16])=[N:6][CH:7]=1.[CH2:18]([O:26][C:27]1[CH:32]=[CH:31][C:30](B(O)O)=[CH:29][CH:28]=1)[CH2:19][CH2:20][CH2:21][CH2:22][CH2:23][CH2:24][CH3:25].C(=O)([O-])[O-].[Na+].[Na+].C(O)C>C1(C)C=CC=CC=1.[Pd].C1(P(C2C=CC=CC=2)C2C=CC=CC=2)C=CC=CC=1.C1(P(C2C=CC=CC=2)C2C=CC=CC=2)C=CC=CC=1.C1(P(C2C=CC=CC=2)C2C=CC=CC=2)C=CC=CC=1.C1(P(C2C=CC=CC=2)C2C=CC=CC=2)C=CC=CC=1.O>[Cl:17][C:4]1[C:5]([O:8][CH2:9][CH2:10][CH2:11][CH2:12][CH2:13][CH2:14][CH2:15][CH3:16])=[N:6][CH:7]=[C:2]([C:30]2[CH:31]=[CH:32][C:27]([O:26][CH2:18][CH2:19][CH2:20][CH2:21][CH2:22][CH2:23][CH2:24][CH3:25])=[CH:28][CH:29]=2)[CH:3]=1 |f:2.3.4,7.8.9.10.11|. Procedure: 3.16 g (9.86 mmol) of 5-bromo-3-chloro-2-octyloxypyridine, 2.47 g (9.86 mmol) of 4-octyloxybenzeneboronic acid, 0.11 g (0.10 mmol) of tetrakis(triphenylphosphine)-palladium(0) and 2.09 g (19.72 mmol) of sodium carbonate are heated at 80° C. for 3 hours in 90 ml of toluene, 60 ml of ethanol and 30 ml of water. The mixture is subsequently partitioned between aqueous sodium chloride solution and ether, the organic phase is washed with aqueous sodium chloride solution, dried over sodium sulfate and ... As a reaction SMILES: [CH2:1]1[C:10](=O)[CH2:9][C:8]2[C:3](=[CH:4][CH:5]=[CH:6][CH:7]=2)[CH2:2]1.C(N)CN.[N+:16]([CH3:19])([O-:18])=[O:17]>>[N+:16]([CH2:19][C:10]1[CH2:1][CH2:2][C:3]2[C:8](=[CH:7][CH:6]=[CH:5][CH:4]=2)[CH:9]=1)([O-:18])=[O:17]. Reactants: C1CC2=CC=CC=C2CC1=O (β-tetralone), C(CN)N (ethylenediamine), [N+](=O)([O-])C (nitromethane). Yields the product [N+](=O)([O-])CC1=CC2=CC=CC=C2CC1 (2-Nitromethyl-3,4-dihydronaphthalene). Procedure: A solution of β-tetralone (Aldrich Chemical Co., Milwaukee, Wis. 53233) (24.5 gm) and ethylenediamine (1.75 gm) in nitromethane (250 ml) was heated at 80° for 16 hours. The reaction mixture was filtered, and the filtrate was evaporated to give a red oil. This was partially purified by elution through a short silica column, eluting with hexane/EtOAc (9:1 v/v). The product was a pink oil (26 gm) which was not purified further but was taken directly for the next reaction. Reactants: BrC1=C2C=NNC2=CC(=C1)C(F)(F)F (4-bromo-6-(trifluoromethyl)-1H-indazole), COC=1N=NC(=CC1B(O)O)OC ((3,6-dimethoxypyridazin-4-yl)boronic acid), C(=O)(O)[O-].[Na+] (NaHCO3). Reagents/catalysts: C1=CC=C(C=C1)P([C-]2C=CC=C2)C3=CC=CC=C3.C1=CC=C(C=C1)P([C-]2C=CC=C2)C3=CC=CC=C3.Cl[Pd]Cl.[Fe+2] (PdCl2(dppf)). The solvent is O1CCOCC1 (dioxane). Run at temperature 140 celsius. Product: C(=O)(C(F)(F)F)O (TFA), COC=1N=NC(=CC1C1=C2C=NNC2=CC(=C1)C(F)(F)F)OC (4-(3,6-dimethoxypyridazin-4-yl)-6-(trifluoromethyl)-1H-indazole). Yield: 4.0%. RXN SMILES: Br[C:2]1[CH:10]=[C:9]([C:11]([F:14])([F:13])[F:12])[CH:8]=[C:7]2[C:3]=1[CH:4]=[N:5][NH:6]2.[CH3:15][O:16][C:17]1[N:18]=[N:19][C:20]([O:26][CH3:27])=[CH:21][C:22]=1B(O)O.[C:28]([O-:31])(O)=[O:29].[Na+]>O1CCOCC1.C1C=CC(P(C2C=CC=CC=2)[C-]2C=CC=C2)=CC=1.C1C=CC(P(C2C=CC=CC=2)[C-]2C=CC=C2)=CC=1.Cl[Pd]Cl.[Fe+2]>[C:28]([OH:31])([C:11]([F:14])([F:13])[F:12])=[O:29].[CH3:15][O:16][C:17]1[N:18]=[N:19][C:20]([O:26][CH3:27])=[CH:21][C:22]=1[C:2]1[CH:10]=[C:9]([C:11]([F:14])([F:13])[F:12])[CH:8]=[C:7]2[C:3]=1[CH:4]=[N:5][NH:6]2 |f:2.3,5.6.7.8|. Procedure details: A vial was charged with a mixture of 4-bromo-6-(trifluoromethyl)-1H-indazole (0.15 g, 0.566 mmol), (3,6-dimethoxypyridazin-4-yl)boronic acid (0.135 g, 0.736 mmol) and PdCl2(dppf) (0.021 g, 0.028 mmol) in dioxane (10 mL) and aqueous saturated NaHCO3 (3 mL). The resulting light brown suspension was heated at 140° C. for 45 minutes in a microwave reactor. The reaction mixture was subsequently concentrated and the crude residue was purified by preparative HPLC, eluting with a gradient of 40-45% ACN ...